From a dataset of the Open Reaction Database (ORD), a public repository of structured organic reaction records. describe an organic reaction: reactants, conditions, products, and yield Conditions: time 1 hour. The solvent is C(Cl)(Cl)Cl (chloroform). Starting materials: ClC1=CC(=CC=C1)C(=O)OO (m-chloroperbenzoic acid), ClC1=C(C(=NS1)C)CSC1=NOC(C1)(C)C ([(5-chloro-3-methyl-isothiazol-4-yl)-methylthio]-5,5-dimethyl-2-isoxazoline), O (water). Procedure: 2.96 g of m-chloroperbenzoic acid (purity: 70%, 12.00 mmoles) was added, with ice-cooling, to a solution of 1.38 g (5.00 mmoles) of [(5-chloro-3-methyl-isothiazol-4-yl)-methylthio]-5,5-dimethyl-2-isoxazoline dissolved in 20 ml of chloroform. The mixture was stirred for 1 hour and then at room temperature for overnight to give rise to a reaction. After the completion of the reaction, the reaction mixture was poured into water, followed by extraction with chloroform. The resulting organic layer wa... Yield: 47.0%. As a reaction SMILES: ClC1C=CC=C(C(OO)=[O:9])C=1.[Cl:12][C:13]1[S:17][N:16]=[C:15]([CH3:18])[C:14]=1[CH2:19][S:20][C:21]1[CH2:25][C:24]([CH3:27])([CH3:26])[O:23][N:22]=1.[OH2:28]>C(Cl)(Cl)Cl>[Cl:12][C:13]1[S:17][N:16]=[C:15]([CH3:18])[C:14]=1[CH2:19][S:20]([C:21]1[CH2:25][C:24]([CH3:27])([CH3:26])[O:23][N:22]=1)(=[O:9])=[O:28]. The product is ClC1=C(C(=NS1)C)CS(=O)(=O)C1=NOC(C1)(C)C ([(5-chloro-3-methyl-isothiazol-4-yl)-methylsulfonyl]-5,5-dimethyl-2-isoxazoline). The reactants are C1(CC1)COC1=C(C=CC(=N1)C(=O)O)C1COCC1 (6-(cyclopropylmethoxy)-5-(tetrahydrofuran-3-yl)-pyridine-2-carboxylic acid), C1(CC1)COC1=C(C=CC(=N1)C(=O)O)C1OCCC1 (6-(cyclopropylmethoxy)-5-(tetrahydrofuran-2-yl)-pyridine-2-carboxylic acid), CC(N)(C1=NOC(=N1)C)C (α,α,5-trimethyl-1,2,4-oxadiazole-3-methanamine). Yields the product CC(C)(C1=NOC(=N1)C)NC(=O)C1=NC(=C(C=C1)C1OCCC1)OCC1CC1 (6-Cyclopropylmethoxy-5-(tetrahydro-furan-2-yl)-pyridine-2-carboxylic acid [1-methyl-1-(5-methyl-[1,2,4]oxadiazol-3-yl)-ethyl]-amide). As a reaction SMILES: C1(COC2N=C(C(O)=O)C=CC=2C2CCOC2)CC1.[CH:20]1([CH2:23][O:24][C:25]2[N:30]=[C:29]([C:31]([OH:33])=O)[CH:28]=[CH:27][C:26]=2[CH:34]2[CH2:38][CH2:37][CH2:36][O:35]2)[CH2:22][CH2:21]1.[CH3:39][C:40]([CH3:48])([C:42]1[N:46]=[C:45]([CH3:47])[O:44][N:43]=1)[NH2:41]>>[CH3:39][C:40]([NH:41][C:31]([C:29]1[CH:28]=[CH:27][C:26]([CH:34]2[CH2:38][CH2:37][CH2:36][O:35]2)=[C:25]([O:24][CH2:23][CH:20]2[CH2:21][CH2:22]2)[N:30]=1)=[O:33])([C:42]1[N:46]=[C:45]([CH3:47])[O:44][N:43]=1)[CH3:48]. Procedure details: The title compound was synthesized in analogy to Example 1, using the mixture of 6-(cyclopropylmethoxy)-5-(tetrahydrofuran-3-yl)-pyridine-2-carboxylic acid and 6-(cyclopropylmethoxy)-5-(tetrahydrofuran-2-yl)-pyridine-2-carboxylic acid (mixture from Example 114 d) and α,α,5-trimethyl-1,2,4-oxadiazole-3-methanamine (CAN 1153831-97-0) as starting materials, MS (EI): m/e=387.2 [M+H]+. Starting materials: C(C)OC(=O)C1(CCNCC1)CCOC (4-(2-methoxy-ethyl)-piperidine-4-carboxylic acid ethyl ester), FC(OC1=C(C=CC=C1)S(=O)(=O)Cl)(F)F (2-trifluoromethoxy-benzenesulfonyl chloride), FC(COC1=CC=C(C=C1)N)(F)F (4-(2,2,2-trifluoro-ethoxy)-phenylamine). The product is FC(COC1=CC=C(C=C1)N1C(C2(CC1)CCN(CC2)S(=O)(=O)C2=C(C=CC=C2)OC(F)(F)F)=O)(F)F (2-[4-(2,2,2-Trifluoro-ethoxy)-phenyl]-8-(2-trifluoromethoxy-benzenesulfonyl)-2,8-diaza-spiro[4.5]decan-1-one). Reaction SMILES: C(O[C:4]([C:6]1([CH2:12][CH2:13]OC)[CH2:11][CH2:10][NH:9][CH2:8][CH2:7]1)=[O:5])C.[F:16][C:17]([F:30])([F:29])[O:18][C:19]1[CH:24]=[CH:23][CH:22]=[CH:21][C:20]=1[S:25](Cl)(=[O:27])=[O:26].[F:31][C:32]([F:43])([F:42])[CH2:33][O:34][C:35]1[CH:40]=[CH:39][C:38]([NH2:41])=[CH:37][CH:36]=1>>[F:31][C:32]([F:42])([F:43])[CH2:33][O:34][C:35]1[CH:36]=[CH:37][C:38]([N:41]2[CH2:13][CH2:12][C:6]3([CH2:7][CH2:8][N:9]([S:25]([C:20]4[CH:21]=[CH:22][CH:23]=[CH:24][C:19]=4[O:18][C:17]([F:30])([F:29])[F:16])(=[O:27])=[O:26])[CH2:10][CH2:11]3)[C:4]2=[O:5])=[CH:39][CH:40]=1. Procedure details: Brown solid. MS (ESI): 553.12 (MH+). This example was prepared in analogy to example 1 step C) to D) from 4-(2-methoxy-ethyl)-piperidine-4-carboxylic acid ethyl ester (example 1 step B)), 2-trifluoromethoxy-benzenesulfonyl chloride and 4-(2,2,2-trifluoro-ethoxy)-phenylamine. Reactants: C=CCCCCCC, C[Al]1CCCCO1. Yields the product C=C, C=CCCCCCC. As a reaction SMILES: [CH2:1]=[CH:2][CH2:3][CH2:4][CH2:5][CH2:6][CH2:7][CH3:8].[CH3:9][Al:10]1[CH2:11][CH2:14][CH2:13][CH2:12][O:15]1>>[CH2:12]=[CH2:13].[CH2:1]=[CH:2][CH2:3][CH2:4][CH2:5][CH2:6][CH2:7][CH3:8]. The reactants are Cc1cc(N2CC(S(=O)(=O)c3ccc(F)cc3Cl)CC2C(=O)NC2(C#N)CC2)n(C2CCC2)n1, CC#N, Cl, FC1(F)CNC1. Product: Cc1cc(N2CC(S(=O)(=O)c3ccc(N4CC(F)(F)C4)cc3Cl)CC2C(=O)NC2(C#N)CC2)n(C2CCC2)n1. Reaction SMILES: [C:1](#[N:2])[C:3]1([NH:6][C:7](=[O:8])[CH:9]2[N:10]([c:25]3[n:26]([CH:31]4[CH2:32][CH2:33][CH2:34]4)[n:27][c:28]([CH3:30])[cH:29]3)[CH2:11][CH:12]([S:14](=[O:15])(=[O:16])[c:17]3[c:18]([Cl:24])[cH:19][c:20]([F:23])[cH:21][cH:22]3)[CH2:13]2)[CH2:4][CH2:5]1.[CH3:42][C:43]#[N:44].[ClH:35].[F:36][C:37]1([F:41])[CH2:38][NH:39][CH2:40]1>>[C:1](#[N:2])[C:3]1([NH:6][C:7](=[O:8])[CH:9]2[N:10]([c:25]3[n:26]([CH:31]4[CH2:32][CH2:33][CH2:34]4)[n:27][c:28]([CH3:30])[cH:29]3)[CH2:11][CH:12]([S:14](=[O:15])(=[O:16])[c:17]3[c:18]([Cl:24])[cH:19][c:20]([N:39]4[CH2:38][C:37]([F:36])([F:41])[CH2:40]4)[cH:21][cH:22]3)[CH2:13]2)[CH2:4][CH2:5]1. Starting materials: Cl.N1C(=NCC1)/C=C/C1=CC=C(C=C1)NC(=O)C1=CC=C(C=C1)C1=CC=CC=C1 (N-[4-[(E)-2-(4,5-Dihydro-1H-imidazol-2-yl)ethenyl]phenyl][1,1′-biphenyl]-4-carboxamide hydrochloride). Reagents/catalysts: [C].[Pd] (Palladium—carbon). Run in CO (methanol). Run at temperature 60 celsius, time 2 hour. The product is Cl.N1C(=NCC1)C=CC1=CC=C(C=C1)NC(=O)C1=CC=C(C=C1)C1=CC=CC=C1 (N-[4-[2-(4,5-Dihydro-1H-imidazol-2-yl)ethenyl]phenyl][1,1′-biphenyl]-4-carboxamide hydrochloride). The yield is 65.0%. As a reaction SMILES: [ClH:1].[NH:2]1[CH2:6][CH2:5][N:4]=[C:3]1/[CH:7]=[CH:8]/[C:9]1[CH:14]=[CH:13][C:12]([NH:15][C:16]([C:18]2[CH:23]=[CH:22][C:21]([C:24]3[CH:29]=[CH:28][CH:27]=[CH:26][CH:25]=3)=[CH:20][CH:19]=2)=[O:17])=[CH:11][CH:10]=1>[C].[Pd].CO>[ClH:1].[NH:4]1[CH2:5][CH2:6][N:2]=[C:3]1[CH:7]=[CH:8][C:9]1[CH:10]=[CH:11][C:12]([NH:15][C:16]([C:18]2[CH:23]=[CH:22][C:21]([C:24]3[CH:25]=[CH:26][CH:27]=[CH:28][CH:29]=3)=[CH:20][CH:19]=2)=[O:17])=[CH:13][CH:14]=1 |f:0.1,2.3,5.6|. Procedure: 10% Palladium—carbon (200 mg) was added to a methanol suspension of N-[4-[(E)-2-(4,5-dihydro-1H-imidazol-2-yl)ethenyl]phenyl][1,1′-biphenyl]-4-carboxamide hydrochloride (80 mg, 0.198 mmol) obtained in Example 124, which was stirred under hydrogen atmosphere at 60° C. for 2 hours. After a catalyst was filtered off, the solvent was distilled out under reduced pressure. Diethyl ether was added to the resulting residue, to give the titled compound (52 mg) as a colorless powder. Reactants: Cl.CC1(CCNCC1)C(=O)OCC (ethyl 4-methylpiperidine-4-carboxylate hydrochloride), ClC1=NC=C(C=N1)NC(=O)C=1C=NC(=CC1NC=1C=NC=CC1)NC(NCC)=O (N-(2-chloropyrimidin-5-yl)-6-(ethylcarbamoylamino)-4-(3-pyridylamino)pyridine-3-carboxamide), N(C1=CC=CC=C1)C1=C(C=NC(=C1)NC(NCC)=O)C(=O)O (4-anilino-6-(ethylcarbamoylamino)pyridine-3-carboxylic acid), ClC1=NC=C(C=N1)N (2-chloropyrimidin-5-amine), C(C)N(C(C)C)C(C)C (N-ethyl-N-isopropyl-propan-2-amine). The solvent is CS(=O)C (DMSO). Conditions: temperature 80 celsius, time 2 hour. The product is ClC1=NC=C(C=N1)NC(=O)C=1C=NC(=CC1NC=1C=NC=CC1)NC(NCC)=O (N-(2-chloropyrimidin-5-yl)-6-(ethylcarbamoylamino)-4-(3-pyridylamino)pyridine-3-carboxamide), C(C)NC(=O)NC1=CC(=C(C=N1)C(=O)NC=1C=NC(=NC1)N1CCC(CC1)(C(=O)OCC)C)NC=1C=NC=CC1 (Ethyl 1-{5-[({6-[(ethylcarbamoyl)amino]-4-(pyridin-3-ylamino)pyridin-3-yl}carbonyl)amino]pyrimidin-2-yl}-4-methylpiperidine-4-carboxylate). Yield: 88.0%. RXN SMILES: N(C1C=C(NC(=O)NCC)N=CC=1C(O)=O)C1C=CC=CC=1.ClC1N=CC(N)=CN=1.[Cl:31][C:32]1[N:37]=[CH:36][C:35]([NH:38][C:39]([C:41]2[CH:42]=[N:43][C:44]([NH:54][C:55](=[O:59])[NH:56][CH2:57][CH3:58])=[CH:45][C:46]=2[NH:47][C:48]2[CH:49]=[N:50][CH:51]=[CH:52][CH:53]=2)=[O:40])=[CH:34][N:33]=1.Cl.[CH3:61][C:62]1([C:68]([O:70][CH2:71][CH3:72])=[O:69])[CH2:67][CH2:66][NH:65][CH2:64][CH2:63]1.C(N(C(C)C)C(C)C)C>CS(C)=O>[Cl:31][C:32]1[N:33]=[CH:34][C:35]([NH:38][C:39]([C:41]2[CH:42]=[N:43][C:44]([NH:54][C:55](=[O:59])[NH:56][CH2:57][CH3:58])=[CH:45][C:46]=2[NH:47][C:48]2[CH:49]=[N:50][CH:51]=[CH:52][CH:53]=2)=[O:40])=[CH:36][N:37]=1.[CH2:57]([NH:56][C:55]([NH:54][C:44]1[N:43]=[CH:42][C:41]([C:39]([NH:38][C:35]2[CH:34]=[N:33][C:32]([N:65]3[CH2:66][CH2:67][C:62]([CH3:61])([C:68]([O:70][CH2:71][CH3:72])=[O:69])[CH2:63][CH2:64]3)=[N:37][CH:36]=2)=[O:40])=[C:46]([NH:47][C:48]2[CH:49]=[N:50][CH:51]=[CH:52][CH:53]=2)[CH:45]=1)=[O:59])[CH3:58] |f:3.4|. Procedure: N-(2-chloropyrimidin-5-yl)-6-(ethylcarbamoylamino)-4-(3-pyridylamino)pyridine-3-carboxamide (i) was prepared by coupling 4-anilino-6-(ethylcarbamoylamino)pyridine-3-carboxylic acid and 2-chloropyrimidin-5-amine. Compound (i) (30 mg, 73 woe, ethyl 4-methylpiperidine-4-carboxylate hydrochloride (23 mg, 0.11 mmol), N-ethyl-N-isopropyl-propan-2-amine (50 mmol, 0.29 mmol) and DMSO (2 mL) were combined and heated for 2 hr at 80° C. followed by 2 hr at 90° C. The reaction mixture was partitioned betwee...